This data is from the Open Reaction Database (ORD), a public repository of structured organic reaction records. The task is: describe an organic reaction: reactants, conditions, products, and yield Starting materials: COc1ccc([N+](=O)[O-])c(C(=O)O)c1OC, CN(C)C=O, CCOC(OCC)OCC. The product is CCOC(=O)c1c([N+](=O)[O-])ccc(OC)c1OC. Reaction SMILES: [CH3:1][O:2][c:3]1[c:4]([C:5](=[O:6])[OH:7])[c:8]([N+:14](=[O:15])[O-:16])[cH:9][cH:10][c:11]1[O:12][CH3:13].[CH3:27][N:28]([CH3:29])[CH:30]=[O:31].[CH:17]([O:18][CH2:21][CH3:22])([O:23][CH2:24][CH3:25])[O:26][CH2:19][CH3:20]>>[CH3:1][O:2][c:3]1[c:4]([C:5](=[O:6])[O:7][CH2:19][CH3:20])[c:8]([N+:14](=[O:15])[O-:16])[cH:9][cH:10][c:11]1[O:12][CH3:13]. Reactants: C1CCOC1 (THF), C1(=CC=CC=C1)C (toluene). Yields the product C1CCOC1.C1(=CC=CC=C1)C (THF Toluene). As a reaction SMILES: [CH2:1]1[CH2:5][O:4][CH2:3][CH2:2]1.[C:6]1([CH3:12])[CH:11]=[CH:10][CH:9]=[CH:8][CH:7]=1>>[CH2:1]1[CH2:5][O:4][CH2:3][CH2:2]1.[C:6]1([CH3:12])[CH:11]=[CH:10][CH:9]=[CH:8][CH:7]=1 |f:2.3|. Procedure details: Example 17 was repeated using a mixture of 44 ml of THF and 156 ml of toluene.